This data is from the Open Reaction Database (ORD), a public repository of structured organic reaction records. The task is: describe an organic reaction: reactants, conditions, products, and yield Starting materials: C(=O)C1=CC=2NC(=CC2S1)C(=O)O (2-Formyl-4H-thieno[3,2-b]pyrrole-5-carboxylic acid), Cl.NO (hydroxylamine hydrochloride). Product: C(#N)C1=CC=2NC(=CC2S1)C(=O)O (2-Cyano-4H-thieno[3,2-b]pyrrole-5-carboxylic acid). Reaction SMILES: [CH:1]([C:3]1[S:10][C:9]2[CH:8]=[C:7]([C:11]([OH:13])=[O:12])[NH:6][C:5]=2[CH:4]=1)=O.Cl.[NH2:15]O>>[C:1]([C:3]1[S:10][C:9]2[CH:8]=[C:7]([C:11]([OH:13])=[O:12])[NH:6][C:5]=2[CH:4]=1)#[N:15] |f:1.2|. Procedure details: 2-Formyl-4H-thieno[3,2-b]pyrrole-5-carboxylic acid was treated with hydroxylamine hydrochloride according to Procedure G. The reactants are [N+](=O)([O-])C1=CC=C(CBr)C=C1 (4-Nitrobenzyl bromide), NN1C=NN=C1 (4-amino-1,2,4-triazole), O (water). The solvent is C(C)(C)O (isopropanol), C(C)(C)O (isopropyl alcohol). Run at temperature -2 celsius, time 40 minute. Yields the product [N+](=O)([O-])C1=CC=C(CN2N=CN=C2)C=C1 (1-(4-nitrobenzyl)-1,2,4-triazole). The yield is 37.4%. As a reaction SMILES: [N+:1]([C:4]1[CH:11]=[CH:10][C:7]([CH2:8]Br)=[CH:6][CH:5]=1)([O-:3])=[O:2].N[N:13]1[CH:17]=[N:16][N:15]=[CH:14]1.O>C(O)(C)C>[N+:1]([C:4]1[CH:11]=[CH:10][C:7]([CH2:8][N:15]2[CH:14]=[N:13][CH:17]=[N:16]2)=[CH:6][CH:5]=1)([O-:3])=[O:2]. Procedure details: 4-Nitrobenzyl bromide (64.22 g), 4-amino-1,2,4-triazole (26 g) and isopropyl alcohol (586 ml) were stirred together at reflux for 7% hours. The isopropanol solvent was replaced with water by using an azeotropic distillation procedure, in vacuo, on a Buchi rotary evaporator. The volume of the final aqueous slurry was 750 ml. 675 ml of this slurry was cooled to -2° C. and hydrochloric acid (50.8 ml, 12M) added over a few minutes. A solution of sodium nitrite (21.7 g) in water (86 ml) was then adde... Starting materials: COc1cncc(Nc2ncccc2-c2nc(C)nc3c2ncn3C2CCCCO2)c1, ClCCl, O=C(O)C(F)(F)F. Product: COc1cncc(Nc2ncccc2-c2nc(C)nc3[nH]cnc23)c1. Reaction SMILES: [CH3:1][O:2][c:3]1[cH:4][c:5]([NH:9][c:10]2[n:11][cH:12][cH:13][cH:14][c:15]2-[c:16]2[c:17]3[n:18][cH:19][n:20]([CH:26]4[CH2:27][CH2:28][CH2:29][CH2:30][O:31]4)[c:21]3[n:22][c:23]([CH3:25])[n:24]2)[cH:6][n:7][cH:8]1.[Cl:39][CH2:40][Cl:41].[OH:32][C:33]([C:34]([F:35])([F:36])[F:37])=[O:38]>>[CH3:1][O:2][c:3]1[cH:4][c:5]([NH:9][c:10]2[n:11][cH:12][cH:13][cH:14][c:15]2-[c:16]2[c:17]3[n:18][cH:19][nH:20][c:21]3[n:22][c:23]([CH3:25])[n:24]2)[cH:6][n:7][cH:8]1. Reactants: Cc1ccc(Br)cc1N, CCOC(C)=O, O=C(Cl)Cl. The product is Cc1ccc(Br)cc1N=C=O. As a reaction SMILES: [Br:1][c:2]1[cH:3][cH:4][c:5]([CH3:9])[c:6]([NH2:7])[cH:8]1.[CH2:14]([O:15][C:16](=[O:17])[CH3:18])[CH3:19].[Cl:10][C:11]([Cl:12])=[O:13]>>[Br:1][c:2]1[cH:3][cH:4][c:5]([CH3:9])[c:6]([N:7]=[C:11]=[O:13])[cH:8]1. Starting materials: C(=O)(N1C=NC=C1)N1C=NC=C1 (1,1′-carbonyldiimidazole), ClC=1C=C(OC=2C=C3CC(N(CC3=CC2)C([C@H](C(C)(C)C)NC2=CC=C(C=C2)F)=O)C(=O)N[C@]2([C@@H](C2)C=C)C(=O)O)C=CC1 ((1R,2S)-1-(6-(3-chlorophenoxy)-2-((S)-2-(4-fluorophenylamino)-3,3-dimethylbutanoyl)-1,2,3,4-tetrahydroisoquinoline-3-carboxamido)-2-vinylcyclopropanecarboxylic acid), C1(CC1)S(=O)(=O)N (Cyclopropyl sulfonamide), N12CCCCCC2=NCCC1 (1,8-diazabicyclo[5.4.0]undec-7-ene). The solvent is ClCCCl (1,2-dichloroethane), CO.C(Cl)(Cl)Cl (MeOH CHCl3). Run at temperature 40 celsius, time 8 hour. Product: ClC=1C=C(OC=2C=C3CC(N(CC3=CC2)C([C@H](C(C)(C)C)NC2=CC=C(C=C2)F)=O)C(=O)N[C@]2([C@@H](C2)C=C)C(NS(=O)(=O)C2CC2)=O)C=CC1 (6-(3-chlorophenoxy)-N-((1R,2S)-1-(cyclopropylsulfonylcarbamoyl)-2-vinylcyclopropyl)-2-((S)-2-(4-fluorophenylamino)-3,3-dimethylbutanoyl)-1,2,3,4-tetrahydroisoquinoline-3-carboxamide). Reaction SMILES: [Cl:1][C:2]1[CH:3]=[C:4]([CH:42]=[CH:43][CH:44]=1)[O:5][C:6]1[CH:7]=[C:8]2[C:13](=[CH:14][CH:15]=1)[CH2:12][N:11]([C:16](=[O:30])[C@@H:17]([NH:22][C:23]1[CH:28]=[CH:27][C:26]([F:29])=[CH:25][CH:24]=1)[C:18]([CH3:21])([CH3:20])[CH3:19])[CH:10]([C:31]([NH:33][C@:34]1([C:39](O)=[O:40])[CH2:36][C@H:35]1[CH:37]=[CH2:38])=[O:32])[CH2:9]2.C(N1C=CN=C1)(N1C=CN=C1)=O.[CH:57]1([S:60]([NH2:63])(=[O:62])=[O:61])[CH2:59][CH2:58]1.N12CCCN=C1CCCCC2>ClCCCl.CO.C(Cl)(Cl)Cl>[Cl:1][C:2]1[CH:3]=[C:4]([CH:42]=[CH:43][CH:44]=1)[O:5][C:6]1[CH:7]=[C:8]2[C:13](=[CH:14][CH:15]=1)[CH2:12][N:11]([C:16](=[O:30])[C@@H:17]([NH:22][C:23]1[CH:24]=[CH:25][C:26]([F:29])=[CH:27][CH:28]=1)[C:18]([CH3:19])([CH3:21])[CH3:20])[CH:10]([C:31]([NH:33][C@:34]1([C:39](=[O:40])[NH:63][S:60]([CH:57]3[CH2:59][CH2:58]3)(=[O:62])=[O:61])[CH2:36][C@H:35]1[CH:37]=[CH2:38])=[O:32])[CH2:9]2 |f:5.6|. Procedure details: The crude (1R,2S)-1-(6-(3-chlorophenoxy)-2-((S)-2-(4-fluorophenylamino)-3,3-dimethylbutanoyl)-1,2,3,4-tetrahydroisoquinoline-3-carboxamido)-2-vinylcyclopropanecarboxylic acid (112 mg, 0.180 mmol) was dissolved in 1.0 mL of 1,2-dichloroethane (DCE) and 1,1′-carbonyldiimidazole (CDI, 88 mg, 0.54 mmol) was added. The reaction was heated to 40° C. for 4 h. TLC run in 10% MeOH/CHCl3 showed conversion to a higher Rf spot. Cyclopropyl sulfonamide (65 mg, 0.54 mmol) and 1,8-diazabicyclo[5.4.0]undec-7-en... The reactants are N#N (N2), [NH4+].[Cl-] (NH4Cl), ClC1=C(COC(NC2=NN(N=C2)CC=2N=C(OC2)C(O)O)=O)C=CC=C1 ([2-(2-dihydroxymethyl-oxazol-4-ylmethyl)-2H-[1,2,3]triazol-4-yl]-carbamic acid 2-chloro-benzyl ester), C[Mg]Br (methylmagnesium bromide), solution. The solvent is C1CCOC1 (THF), C1CCOC1 (THF). Run at temperature -65 celsius, time 1 hour. Yields the product ClC1=C(COC(NC2=NN(N=C2)CC=2N=C(OC2)C(C)O)=O)C=CC=C1 ({2-[2-(1-Hydroxy-ethyl)-oxazol-4-ylmethyl]-2H-[1,2,3]triazol-4-yl}-carbamic acid 2-chloro-benzyl ester). Reaction SMILES: N#N.[Cl:3][C:4]1[CH:28]=[CH:27][CH:26]=[CH:25][C:5]=1[CH2:6][O:7][C:8](=[O:24])[NH:9][C:10]1[CH:14]=[N:13][N:12]([CH2:15][C:16]2[N:17]=[C:18]([CH:21](O)[OH:22])[O:19][CH:20]=2)[N:11]=1.[CH3:29][Mg]Br.[NH4+].[Cl-]>C1COCC1>[Cl:3][C:4]1[CH:28]=[CH:27][CH:26]=[CH:25][C:5]=1[CH2:6][O:7][C:8](=[O:24])[NH:9][C:10]1[CH:14]=[N:13][N:12]([CH2:15][C:16]2[N:17]=[C:18]([CH:21]([OH:22])[CH3:29])[O:19][CH:20]=2)[N:11]=1 |f:3.4|. Procedure details: In a flame dried round-bottomed flask equipped with a magnetic stir bar and under inert atmosphere (N2), a solution of [2-(2-dihydroxymethyl-oxazol-4-ylmethyl)-2H-[1,2,3]triazol-4-yl]-carbamic acid 2-chloro-benzyl ester (19 mg, 0.05 mmol) in THF (1.0 mL) was treated at −65° C. with methylmagnesium bromide (0.15 mL of a 1M solution in THF, 0.15 mmol). The reaction mixture was then stirred at −65° C. for 1 h. The reaction mixture was then slowly warmed to rt and stirred at this temperature for 45 ...